From a dataset of the Open Reaction Database (ORD), a public repository of structured organic reaction records. describe an organic reaction: reactants, conditions, products, and yield Reactants: O=C(O)c1cccc2cccc(Br)c12, O=C([O-])O, CN(C)C=O, O=C(Cl)C(=O)Cl, Cl, NC(Cc1ccc(C(F)(F)F)cc1)C(O)c1ccc(F)cc1, [Na+], C1CCOC1, O. Product: O=C(NC(Cc1ccc(C(F)(F)F)cc1)C(O)c1ccc(F)cc1)c1cccc2cccc(Br)c12. Reaction SMILES: [Br:1][c:2]1[cH:3][cH:4][cH:5][c:6]2[cH:7][cH:8][cH:9][c:10]([C:12](=[O:13])[OH:14])[c:11]12.[C:44](=[O:45])([O-:46])[OH:47].[CH3:55][N:56]([CH3:57])[CH:58]=[O:59].[Cl:15][C:16]([C:17]([Cl:18])=[O:19])=[O:20].[ClH:21].[F:22][c:23]1[cH:24][cH:25][c:26]([CH:29]([CH:30]([CH2:31][c:32]2[cH:33][cH:34][c:35]([C:38]([F:39])([F:40])[F:41])[cH:36][cH:37]2)[NH2:42])[OH:43])[cH:27][cH:28]1.[Na+:48].[O:49]1[CH2:50][CH2:51][CH2:52][CH2:53]1.[OH2:54]>>[Br:1][c:2]1[cH:3][cH:4][cH:5][c:6]2[cH:7][cH:8][cH:9][c:10]([C:12](=[O:14])[NH:42][CH:30]([CH:29]([c:26]3[cH:25][cH:24][c:23]([F:22])[cH:28][cH:27]3)[OH:43])[CH2:31][c:32]3[cH:33][cH:34][c:35]([C:38]([F:39])([F:40])[F:41])[cH:36][cH:37]3)[c:11]12. RXN SMILES: [H-].[Al+3].[Li+].[H-].[H-].[H-].C[O:8][C:9]([CH:11]1[CH2:27][N:14]2[CH2:15][CH2:16][N:17]([CH2:20][C:21]3[CH:26]=[CH:25][CH:24]=[CH:23][CH:22]=3)[C:18](=O)[CH:13]2[CH2:12]1)=O>C1COCC1>[OH:8][CH2:9][CH:11]1[CH2:27][N:14]2[CH2:15][CH2:16][N:17]([CH2:20][C:21]3[CH:26]=[CH:25][CH:24]=[CH:23][CH:22]=3)[CH2:18][CH:13]2[CH2:12]1 |f:0.1.2.3.4.5|. The reactants are [H-].[Al+3].[Li+].[H-].[H-].[H-] (lithium aluminum hydride), COC(=O)C1CC2N(CCN(C2=O)CC2=CC=CC=C2)C1 (7-methoxycarbonyl-2-phenylmethyl-1,2,3,4,6,7,8,8a-octahydro-pyrrolo[1,2-a]pyrazin-1-one). Run in C1CCOC1 (THF), C1CCOC1 (THF). The yield is 89.2%. Product: OCC1CC2N(CCN(C2)CC2=CC=CC=C2)C1 (7-Hydroxymethyl-2-phenylmethyl-1,2,3,4,6,7,8,8a-octahydro-pyrrolo[1,2-a]pyrazine). Run at temperature 0 celsius. Reported procedure: A suspension of 3.20 g (84.3 mmol) of lithium aluminum hydride in 30 mL of dry THF was cooled to 0° C. and treated dropwise with a solution of 8.00 g (27.7 mmol) of 7-methoxycarbonyl-2-phenylmethyl-1,2,3,4,6,7,8,8a-octahydro-pyrrolo[1,2-a]pyrazin-1-one (Jones, R. C. F.; Howard, K. J. J. Chem. Soc., Perkin Trans. 1, 1993, 2391) in 80 mL of dry THF. After 30 min the reaction was carefully quenched with 3 mL of water, 3 mL of 15% NaOH and 9 of mL water. The mixture was filtered, the filtrate evapor... Starting materials: NS(=O)(=O)c1ncc(SCCC(=O)O)s1, CCOCC, CO, Cl. Product: COC(=O)CCSc1cnc(S(N)(=O)=O)s1. Reaction SMILES: [C:1](=[O:2])([OH:3])[CH2:4][CH2:5][S:6][c:7]1[cH:8][n:9][c:10]([S:12](=[O:13])(=[O:14])[NH2:15])[s:11]1.[CH2:19]([O:20][CH2:21][CH3:22])[CH3:23].[CH3:17][OH:18].[ClH:16]>>[C:1](=[O:2])([O:3][CH3:17])[CH2:4][CH2:5][S:6][c:7]1[cH:8][n:9][c:10]([S:12](=[O:13])(=[O:14])[NH2:15])[s:11]1. Reactants: [BH4-], C1CCOC1, CCC(CC)(c1ccc(OCC(=O)C(C)(C)C)c(C)c1)c1cc2ccc(OS(C)(=O)=O)cc2o1, [Na+]. Yields the product CCC(CC)(c1ccc(OCC(O)C(C)(C)C)c(C)c1)c1cc2ccc(OS(C)(=O)=O)cc2o1. RXN SMILES: [BH4-:35].[CH2:37]1[O:38][CH2:39][CH2:40][CH2:41]1.[CH3:1][C:2]([C:3]([CH2:4][O:5][c:6]1[c:7]([CH3:31])[cH:8][c:9]([C:12]([CH2:13][CH3:14])([CH2:15][CH3:16])[c:17]2[o:18][c:19]3[c:20]([cH:21]2)[cH:22][cH:23][c:24]([O:26][S:27](=[O:28])(=[O:29])[CH3:30])[cH:25]3)[cH:10][cH:11]1)=[O:32])([CH3:33])[CH3:34].[Na+:36]>>[CH3:1][C:2]([CH:3]([CH2:4][O:5][c:6]1[c:7]([CH3:31])[cH:8][c:9]([C:12]([CH2:13][CH3:14])([CH2:15][CH3:16])[c:17]2[o:18][c:19]3[c:20]([cH:21]2)[cH:22][cH:23][c:24]([O:26][S:27](=[O:28])(=[O:29])[CH3:30])[cH:25]3)[cH:10][cH:11]1)[OH:32])([CH3:33])[CH3:34]. The reactants are BrC1=C(C=C(C=C1)CO)C (2-bromo-5-hydroxylmethyltoluene), COC=1C=C(C=CC1)B(O)O (3-methoxybenzene-boronic acid). The product is COC=1C=C(C=CC1)C1=C(C=C(CO)C=C1)C (4-(3'-methoxyphenyl)-3-methyl-benzylalcohol). As a reaction SMILES: Br[C:2]1[CH:7]=[CH:6][C:5]([CH2:8][OH:9])=[CH:4][C:3]=1[CH3:10].[CH3:11][O:12][C:13]1[CH:14]=[C:15](B(O)O)[CH:16]=[CH:17][CH:18]=1>>[CH3:11][O:12][C:13]1[CH:18]=[C:17]([C:2]2[CH:7]=[CH:6][C:5]([CH2:8][OH:9])=[CH:4][C:3]=2[CH3:10])[CH:16]=[CH:15][CH:14]=1. Reported procedure: Following the procedure described for Example 13, step A, but using the product from step A above and 3-methoxybenzene-boronic acid as starting materials the title product was obtained. Reactants: C(C(C)C)=NCCC(C)C1=C(C=CC=C1)C1=CC=CC=C1 (1-isobutylideneamino-3-p-biphenylyl-butane). The reagents and catalysts are O=[Pt]=O (PtO2). The solvent is CO (methanol). Product: C(C(C)C)NCCC(C)C1=C(C=CC=C1)C1=CC=CC=C1 (1-isobutylamino-3-p-biphenylyl-butane). As a reaction SMILES: [CH:1](=[N:5][CH2:6][CH2:7][CH:8]([C:10]1[CH:15]=[CH:14][CH:13]=[CH:12][C:11]=1[C:16]1[CH:21]=[CH:20][CH:19]=[CH:18][CH:17]=1)[CH3:9])[CH:2]([CH3:4])[CH3:3]>CO.O=[Pt]=O>[CH2:1]([NH:5][CH2:6][CH2:7][CH:8]([C:10]1[CH:15]=[CH:14][CH:13]=[CH:12][C:11]=1[C:16]1[CH:21]=[CH:20][CH:19]=[CH:18][CH:17]=1)[CH3:9])[CH:2]([CH3:4])[CH3:3]. Reported procedure: A solution of 2.79 g of 1-isobutylideneamino-3-p-biphenylyl-butane (obtainable by boiling 3-p-biphenylylbutylamine with isobutyraldehyde in benzene for 5 hours) in 75 ml of methanol is hydrogenated, after adding 0.3 g of PtO2, at 20° and normal pressure until hydrogen absorption ceases. The mixture is filtered and worked up in the customary manner to give 1-isobutylamino-3-p-biphenylyl-butane. The reactants are CCO, COC(=O)CCCCC#N, Cl, NO, [Na+], [Na+], O=C([O-])[O-]. The product is COC(=O)CCCCC(=N)NO. As a reaction SMILES: [CH3:20][CH2:21][OH:22].[CH3:7][O:8][C:9]([CH2:10][CH2:11][CH2:12][CH2:13][C:14]#[N:15])=[O:16].[ClH:17].[NH2:18][OH:19].[Na+:1].[Na+:2].[O-:3][C:4](=[O:5])[O-:6]>>[CH3:7][O:8][C:9]([CH2:10][CH2:11][CH2:12][CH2:13][C:14](=[NH:15])[NH:18][OH:19])=[O:16]. The reactants are Cl.ClCC1=NC=CC=C1F (2-(chloromethyl)-3-fluoropyridine hydrochloride), 5,6-dihydrospiro[benzo[1,2-b:5,4-b′]difuran-3,3′-indol]-2″(1′H)-one, BrCC1OCCCC1 (2-(bromomethyl)tetrahydro-2H-pyran), N1C([C@]2(C3=CC=CC=C13)COC1=CC3=C(OCCO3)C=C12)=O ((8S)-2,3-dihydrospiro[furo[2,3-g][1,4]benzodioxine-8,3′-indol]-2′(1′H)-one). Product: FC=1C(=NC=CC1)CN1C([C@]2(C3=CC=CC=C13)COC1=CC3=C(OCCO3)C=C12)=O ((8S)-1′-[(3-fluoropyridin-2-yl)methyl]-2,3-dihydrospiro[furo[2,3-g][1,4]benzodioxine-8,3′-indol]-2′(1′H)-one). Reaction SMILES: Cl.Cl[CH2:3][C:4]1[C:9]([F:10])=[CH:8][CH:7]=[CH:6][N:5]=1.BrCC1CCCCO1.[NH:19]1[C:27]2[C:22](=[CH:23][CH:24]=[CH:25][CH:26]=2)[C@@:21]2([C:39]3[C:30](=[CH:31][C:32]4[O:37][CH2:36][CH2:35][O:34][C:33]=4[CH:38]=3)[O:29][CH2:28]2)[C:20]1=[O:40]>>[F:10][C:9]1[C:4]([CH2:3][N:19]2[C:27]3[C:22](=[CH:23][CH:24]=[CH:25][CH:26]=3)[C@@:21]3([C:39]4[C:30](=[CH:31][C:32]5[O:37][CH2:36][CH2:35][O:34][C:33]=5[CH:38]=4)[O:29][CH2:28]3)[C:20]2=[O:40])=[N:5][CH:6]=[CH:7][CH:8]=1 |f:0.1|. Procedure details: Following the procedure as described in EXAMPLE 4 and making non-critical variations using 2-(chloromethyl)-3-fluoropyridine hydrochloride to replace 2-(bromomethyl)tetrahydro-2H-pyran, and (8S)-2,3-dihydrospiro[furo[2,3-g][1,4]benzodioxine-8,3′-indol]-2′(1′H)-one to replace 5,6-dihydrospiro[benzo[1,2-b:5,4-b′]difuran-3,3′-indol]-2″(1′H)-one, (8S)-1′-[(3-fluoropyridin-2-yl)methyl]-2,3-dihydrospiro[furo[2,3-g][1,4]benzodioxine-8,3′-indol]-2′(1′H)-one was obtained (33%) as a colorless solid: mp 12...